From a dataset of the Open Reaction Database (ORD), a public repository of structured organic reaction records. describe an organic reaction: reactants, conditions, products, and yield Starting materials: ClC=1C=CC=C2C(=CN(C12)C(=O)OC(C)(C)C)C1=NC=2N3C(CNC2C=N1)COCC3 (tert-butyl 7-chloro-3-(5,6,6a,7,9,10-hexahydro-[1,4]oxazino[3,4-h]pteridin-2-yl)-1H-indole-1-carboxylate), C(Cl)Cl.C(=O)(C(F)(F)F)O (CH2Cl2 TFA). Reaction conditions: temperature 50 celsius, time 2 hour. Product: C(=O)(C(F)(F)F)O (TFA), ClC=1C=CC=C2C(=CNC12)C1=NC=2N3C(CNC2C=N1)COCC3 (2-(7-chloro-1H-indol-3-yl)-5,6,6a,7,9,10-hexahydro-[1,4]oxazino[3,4-h]pteridine). The yield is 27.0%. RXN SMILES: [Cl:1][C:2]1[CH:3]=[CH:4][CH:5]=[C:6]2[C:10]=1[N:9](C(OC(C)(C)C)=O)[CH:8]=[C:7]2[C:18]1[N:27]=[CH:26][C:25]2[NH:24][CH2:23][CH:22]3[CH2:28][O:29][CH2:30][CH2:31][N:21]3[C:20]=2[N:19]=1.C(Cl)Cl.[C:35]([OH:41])([C:37]([F:40])([F:39])[F:38])=[O:36]>>[C:35]([OH:41])([C:37]([F:40])([F:39])[F:38])=[O:36].[Cl:1][C:2]1[CH:3]=[CH:4][CH:5]=[C:6]2[C:10]=1[NH:9][CH:8]=[C:7]2[C:18]1[N:27]=[CH:26][C:25]2[NH:24][CH2:23][CH:22]3[CH2:28][O:29][CH2:30][CH2:31][N:21]3[C:20]=2[N:19]=1 |f:1.2|. Reported procedure: A mixture of tert-butyl 7-chloro-3-(5,6,6a,7,9,10-hexahydro-[1,4]oxazino[3,4-h]pteridin-2-yl)-1H-indole-1-carboxylate and CH2Cl2/TFA (1:1) was heated to 50° C. and stirred for 2 hours. The reaction mixture was subsequently concentrated in vacuo and the crude product purified by LC/MS using a gradient of 30-40% CH3CN (with 0.035% TFA) in H2O (with 0.05% TFA). The pure fractions were combined and lyophilized to give a TFA salt of the title compound as a tan solid (20 mg, 27%). 1H NMR (400 MHz, DMS... Starting materials: C(C)(=O)OC(C)=O (acetic anhydride), C(=O)O (formic acid), N[C@@H](CC(=O)O)C(=O)O (L-aspartic acid). Yields the product C(=O)N[C@H]1CC(=O)OC1=O (N-formyl-L-aspartic anhydride). RXN SMILES: [C:1](OC(=O)C)(=[O:3])C.C(O)=O.[NH2:11][C@H:12]([C:17]([OH:19])=[O:18])[CH2:13][C:14]([OH:16])=O>C1(C)C=CC=CC=1>[CH:1]([NH:11][C@@H:12]1[C:17](=[O:18])[O:19][C:14](=[O:16])[CH2:13]1)=[O:3]. Solvent: C1(=CC=CC=C1)C (toluene). Yield: 84.0%. Run at time 2 hour. Procedure: Into a 500 ml four-necked flask with a stirrer, a dropping funnel, a Dimroth condenser, and a thermometer, 112.5 g (1.10 mol) of acetic anhydride were introduced, and 30 g (0.65 mol) of formic acid were added dropwise thereto while stirring at room temperature. After stirring was performed at room temperature for 2 hours, 66.5 g (0.5 mol) of L-aspartic acid with an optical purity of 99.5% e.e. were added thereto, the temperature was increased to 60 to 70° C., and stirring was performed for 10 ho... Starting materials: ClC1=CC=C(C=C1)N(N)CC(=O)N1CCC(CC1)C (2-(1-(4-chlorophenyl)hydrazinyl)-1-(4-methylpiperidin-1-yl)ethanone), COC(CCCNC)OC (4,4-dimethoxy-N-methylbutan-1-amine). Yields the product ClC=1C=C2C(=CN(C2=CC1)CC(=O)N1CCC(CC1)C)CCNC (2-(5-chloro-3-(2-(methylamino)ethyl)-1H-indol-1-yl)-1-(4-methylpiperidin-1-yl)ethanone). As a reaction SMILES: [Cl:1][C:2]1[CH:7]=[CH:6][C:5]([N:8]([CH2:10][C:11]([N:13]2[CH2:18][CH2:17][CH:16]([CH3:19])[CH2:15][CH2:14]2)=[O:12])N)=[CH:4][CH:3]=1.CO[CH:22](OC)[CH2:23][CH2:24][CH2:25][NH:26][CH3:27]>>[Cl:1][C:2]1[CH:7]=[C:6]2[C:5](=[CH:4][CH:3]=1)[N:8]([CH2:10][C:11]([N:13]1[CH2:18][CH2:17][CH:16]([CH3:19])[CH2:15][CH2:14]1)=[O:12])[CH:22]=[C:23]2[CH2:24][CH2:25][NH:26][CH3:27]. Procedure: The title compound is prepared by General Method 10 using 2-(1-(4-chlorophenyl)hydrazinyl)-1-(4-methylpiperidin-1-yl)ethanone (Example 6) and 4,4-dimethoxy-N-methylbutan-1-amine. Starting materials: CN1CCC(CC1)=O (1-Methyl-4-piperidone), C([O-])([O-])=O.[K+].[K+] (potassium carbonate), Cl.CON (methoxyamine hydrochloride), CO (methanol). Product: Cl.CON=C1CCN(CC1)C (1-Methyl-4-piperidinone O-methyloxime hydrochloride). The yield is 32.3%. Solvent: O (water). Run at time 2 day. Reported procedure: 1-Methyl-4-piperidone (5 g, 44.2 mmol) and methoxyamine hydrochloride (3.69 g, 44.2 mmol) were taken into 25 mL of methanol and stirred at room temperature for 2 days. The reaction mixture was evaporated in vacuo to afford a solid residue. The residue was dissolved in water, made basic with solid potassium carbonate, and extracted with dichloromethane (3×100 mL) . The combined extracts were dried over anhydrous sodium sulfate and evaporated to give a clear, yellow liquid that was purified on sil... As a reaction SMILES: [CH3:1][N:2]1[CH2:7][CH2:6][C:5](=O)[CH2:4][CH2:3]1.[ClH:9].[CH3:10][O:11][NH2:12].CO.C(=O)([O-])[O-].[K+].[K+]>O>[ClH:9].[CH3:10][O:11][N:12]=[C:5]1[CH2:6][CH2:7][N:2]([CH3:1])[CH2:3][CH2:4]1 |f:1.2,4.5.6,8.9|. The reactants are ClC1=C(C=C(CNC(=O)C2(CC2)C(F)(F)F)C=C1)N=C=S (N-(4-Chloro-3-isothiocyanatobenzyl)-1-(trifluoromethyl)cyclopropane carboxamide), NC1=CC(=C(C(=O)NC2=CC=C(C=C2)Br)C=C1N)OC (4,5-diamino-N-(4-bromophenyl)-2-methoxybenzamide), CC(N=C=NC(C)C)C (DIC). Run in CN(C)C=O (DMF). Yields the product BrC1=CC=C(C=C1)NC(=O)C1=CC2=C(NC(=N2)NC2=C(C=CC(=C2)CNC(=O)C2(CC2)C(F)(F)F)Cl)C=C1OC (N-(4-Bromo-phenyl)-2-(2-chloro-5-{[(1-trifluoromethyl-cyclopropanecarbonyl)-amino]-methyl}-phenylamino)-6-methoxy-1H-benzimidazole-5-carboxylic acid amide). Reaction SMILES: [Cl:1][C:2]1[CH:18]=[CH:17][C:5]([CH2:6][NH:7][C:8]([C:10]2([C:13]([F:16])([F:15])[F:14])[CH2:12][CH2:11]2)=[O:9])=[CH:4][C:3]=1[N:19]=[C:20]=S.[NH2:22][C:23]1[C:38]([NH2:39])=[CH:37][C:26]([C:27]([NH:29][C:30]2[CH:35]=[CH:34][C:33]([Br:36])=[CH:32][CH:31]=2)=[O:28])=[C:25]([O:40][CH3:41])[CH:24]=1.CC(C)N=C=NC(C)C>CN(C=O)C>[Br:36][C:33]1[CH:32]=[CH:31][C:30]([NH:29][C:27]([C:26]2[C:25]([O:40][CH3:41])=[CH:24][C:23]3[NH:22][C:20]([NH:19][C:3]4[CH:4]=[C:5]([CH2:6][NH:7][C:8]([C:10]5([C:13]([F:16])([F:15])[F:14])[CH2:12][CH2:11]5)=[O:9])[CH:17]=[CH:18][C:2]=4[Cl:1])=[N:39][C:38]=3[CH:37]=2)=[O:28])=[CH:35][CH:34]=1. Procedure details: The title compound was prepared in accordance with the procedure in Example 72, step (a) using N-(4-chloro-3-isothiocyanatobenzyl)-1-(trifluoromethyl)cyclopropane carboxamide ((200 mg; 0.60 mmol) see Example 59, step (c)), 4,5-diamino-N-(4-bromophenyl)-2-methoxybenzamide (202 mg; 0.60 mmol), DIC (76 mg; 0.60 mmol) and DMF (4 mL). Yield: 63 mg (16%). 400 MHz 1H-NMR (DMSO-d6, ppm) 11.12 (0.36H, s, minor tautomer) 11.00 (0.57H, s, major tautomer) 10.22-10.14 (1H, m) 8.94 (0.57H, s, major tautomer) ... Starting materials: C1COCCO1, CC(C)OC(C)C, O=C=NCCCl, CC(C)N1CC(=O)N(C)c2cnc(Nc3cc(N)cc(S(C)(=O)=O)c3)nc21. Product: CC(C)N1CC(=O)N(C)c2cnc(Nc3cc(NC(=O)NCCCl)cc(S(C)(=O)=O)c3)nc21. As a reaction SMILES: [CH2:41]1[O:42][CH2:43][CH2:44][O:45][CH2:46]1.[CH:34]([O:35][CH:36]([CH3:37])[CH3:38])([CH3:39])[CH3:40].[Cl:28][CH2:29][CH2:30][N:31]=[C:32]=[O:33].[NH2:1][c:2]1[cH:3][c:4]([NH:12][c:13]2[n:14][c:15]3[c:20]([cH:21][n:22]2)[N:19]([CH3:23])[C:18](=[O:24])[CH2:17][N:16]3[CH:25]([CH3:26])[CH3:27])[cH:5][c:6]([S:8](=[O:9])(=[O:10])[CH3:11])[cH:7]1>>[NH:1]([c:2]1[cH:3][c:4]([NH:12][c:13]2[n:14][c:15]3[c:20]([cH:21][n:22]2)[N:19]([CH3:23])[C:18](=[O:24])[CH2:17][N:16]3[CH:25]([CH3:26])[CH3:27])[cH:5][c:6]([S:8](=[O:9])(=[O:10])[CH3:11])[cH:7]1)[C:32]([NH:31][CH2:30][CH2:29][Cl:28])=[O:33]. Yields the product BrC=1C=C(C=CC1C)NC(CC)C1=CC(=C(C=C1)Cl)C ((3-Bromo-4-methyl-phenyl)-[1-(4-chloro-3-methyl-phenyl)-propyl]-amine). Procedure: To a solution of INT 5 (3.00 g, 16.4 mmol) and 3-bromo-4-methylaniline (3.06 g, 16.4 mmol) in MeOH (164 mL) was added decaborane (1.00 g, 8.2 mmol). The reaction mixture was stirred at room temperature overnight. More decaborane (0.50 g, 4.1 mmol) was added. The mixture was stirred at 60° C. for 2 hours. The mixture was concentrated. The residue was purified by chromatography on silica gel (heptane/EtOAc) to afford INT 8. RXN SMILES: [Cl:1][C:2]1[CH:7]=[CH:6][C:5]([C:8](=O)[CH2:9][CH3:10])=[CH:4][C:3]=1[CH3:12].[Br:13][C:14]1[CH:15]=[C:16]([CH:18]=[CH:19][C:20]=1[CH3:21])[NH2:17].[B][B][B][B][B][B][B][B][B][B]>CO>[Br:13][C:14]1[CH:15]=[C:16]([NH:17][CH:8]([C:5]2[CH:6]=[CH:7][C:2]([Cl:1])=[C:3]([CH3:12])[CH:4]=2)[CH2:9][CH3:10])[CH:18]=[CH:19][C:20]=1[CH3:21] |^3:21,30,^1:22,23,24,25,26,27,28,29|. Run in CO (MeOH). Reactants: [B][B][B][B][B][B][B][B][B][B] (decaborane), ClC1=C(C=C(C=C1)C(CC)=O)C (1-(4-Chloro-3-methyl-phenyl)-propan-1-one), BrC=1C=C(N)C=CC1C (3-bromo-4-methylaniline), [B][B][B][B][B][B][B][B][B][B] (decaborane). Conditions: time 8 hour. Reactants: C1(=CC=CC=C1)N1N=C(C(C1=O)C(=O)OCC)C (1-phenyl-3-methyl-4-carbethoxy-2-pyrazolin-5-one), C1=CC(=CC=C1N)O (p-aminophenol). Solvent: C=1(C(=CC=CC1)C)C (xylene). The product is C1(=CC=CC=C1)N1N=C(C(C1=O)C(NC1=CC=C(C=C1)O)=O)C (1-phenyl-3-methyl-4-(p-hydroxyphenylcarbamoyl)-2-pyrazolin-5-one). As a reaction SMILES: [C:1]1([N:7]2[C:11](=[O:12])[CH:10]([C:13]([O:15]CC)=O)[C:9]([CH3:18])=[N:8]2)[CH:6]=[CH:5][CH:4]=[CH:3][CH:2]=1.[CH:19]1[C:24]([NH2:25])=[CH:23][CH:22]=[C:21]([OH:26])[CH:20]=1>C1(C)C(C)=CC=CC=1>[C:1]1([N:7]2[C:11](=[O:12])[CH:10]([C:13](=[O:15])[NH:25][C:24]3[CH:19]=[CH:20][C:21]([OH:26])=[CH:22][CH:23]=3)[C:9]([CH3:18])=[N:8]2)[CH:2]=[CH:3][CH:4]=[CH:5][CH:6]=1. Procedure: The solution of 2.2 g of 1-phenyl-3-methyl-4-carbethoxy-2-pyrazolin-5-one and 1.1 g of p-aminophenol in 120 ml xylene is refluxed for one hour, and 15 ml of the solvent are distilled off gradually to remove water. The cooled mixture is filtered and evaporated, the residue crystallized from warm methanol and recrystallized from ethyl acetate, to yield the 1-phenyl-3-methyl-4-(p-hydroxyphenylcarbamoyl)-2-pyrazolin-5-one melting at 135°-140° and remelting at 225°; it contains half a mole of ethyl a...